Dataset: the Open Reaction Database (ORD), a public repository of structured organic reaction records. Task: describe an organic reaction: reactants, conditions, products, and yield RXN SMILES: [CH:1]1([CH2:6][C:7](Cl)=[O:8])[CH2:5][CH2:4][CH2:3][CH2:2]1.[C@H:10]1([NH:19][C:20]2[CH:29]=[CH:28][C:27]3[C:22](=[CH:23][CH:24]=[C:25]([NH2:30])[CH:26]=3)[N:21]=2)[C:18]2[C:13](=[CH:14][CH:15]=[CH:16][CH:17]=2)[CH2:12][CH2:11]1>C(N(CC)CC)C>[CH:1]1([CH2:6][C:7]([NH:30][C:25]2[CH:26]=[C:27]3[C:22](=[CH:23][CH:24]=2)[N:21]=[C:20]([NH:19][C@H:10]2[C:18]4[C:13](=[CH:14][CH:15]=[CH:16][CH:17]=4)[CH2:12][CH2:11]2)[CH:29]=[CH:28]3)=[O:8])[CH2:5][CH2:4][CH2:3][CH2:2]1. Procedure details: The title compound was prepared in accordance with the general method 9 described in example 116 from cyclopentylacetyl chloride, triethylamine and (R)—N2-indan-1-yl-quinoline-2,6-diamine; MS: m/e=386.7 (M+H+). The solvent is C(C)N(CC)CC (triethylamine). The reactants are C1(CCCC1)CC(=O)Cl (cyclopentylacetyl chloride), [C@H]1(CCC2=CC=CC=C12)NC1=NC2=CC=C(C=C2C=C1)N ((R)—N2-indan-1-yl-quinoline-2,6-diamine). Yields the product C1(CCCC1)CC(=O)NC=1C=C2C=CC(=NC2=CC1)N[C@@H]1CCC2=CC=CC=C12 (2-Cyclopentyl-N-[2-((R)-indan-1-ylamino)-quinolin-6-yl]-acetamide). Reactants: S(O)(O)(=O)=O (sulfuric acid), NC(CC1=CC=CC=C1)C(=O)O (DL-phenylalanine), N[C@H](CC1=CC=CC=C1)C(=O)O (D-phenylalanine), NC(CC1=CC=CC=C1)C(=O)O (DL-phenylalanine), C(=O)(OCC1=CC=CC=C1)N[C@@H](CC(=O)O)C(=O)O (N-carbobenzoxy-L-aspartic acid), S(O)(O)(=O)=O (sulfuric acid), aqueous solution, [OH-].[Na+] (caustic soda), S(O)(O)(=O)=O (sulfuric acid), S(O)(O)(=O)=O (sulfuric acid). Run in O (water). Conditions: temperature 50 celsius. Yields the product N[C@@H](CC1=CC=CC=C1)C(=O)O.C(=O)(OCC1=CC=CC=C1)N[C@@H](CC(=O)O)C(=O)O (L-phenylalanine N-carbobenzoxy-L-aspartic acid). Isolated yield 50.7%. Reaction SMILES: [NH2:1][CH:2]([C:10]([OH:12])=[O:11])[CH2:3][C:4]1[CH:9]=[CH:8][CH:7]=[CH:6][CH:5]=1.[C:13]([NH:23][C@H:24]([C:29]([OH:31])=[O:30])[CH2:25][C:26]([OH:28])=[O:27])([O:15][CH2:16][C:17]1[CH:22]=[CH:21][CH:20]=[CH:19][CH:18]=1)=[O:14].S(=O)(=O)(O)O.[OH-].[Na+].N[C@@H](C(O)=O)CC1C=CC=CC=1>O>[NH2:1][C@H:2]([C:10]([OH:12])=[O:11])[CH2:3][C:4]1[CH:9]=[CH:8][CH:7]=[CH:6][CH:5]=1.[C:13]([NH:23][C@H:24]([C:29]([OH:31])=[O:30])[CH2:25][C:26]([OH:28])=[O:27])([O:15][CH2:16][C:17]1[CH:22]=[CH:21][CH:20]=[CH:19][CH:18]=1)=[O:14] |f:3.4,7.8|. Reported procedure: Eight grams of DL-phenylalanine, 10 g of N-carbobenzoxy-L-aspartic acid and 2.4 g of sulfuric acid were dissolved in 90 ml of water. A 10% aqueous solution (9.7 ml) of caustic soda was added to the resulting solution over six hours while it was continuously stirred at 50° C. As a result, half of the sulfuric acid was neutralized, and the molar amount of the remaining sulfuric acid was a quarter of the amount of DL-phenylalanine. (It will be noted that in the other examples also, the amount of su... Reactants: solution, C1(=CC=CC=C1)CC(=O)N=C=S (phenylacetyl isothiocyanate), NC1=CC(=C(OC2=CC(=NC=C2)NC(=O)N2CCC(CC2)CN2CCC2)C=C1)F (4-(Azetidin-1-ylmethyl)piperidine-1-carboxylic acid [4-(4-amino-2-fluorophenoxy)pyridin-2-yl]amide), [C@]12(C(=O)CC(CC1)C2(C)C)CS(=O)(=O)O ((S)-(+)-10-camphorsulfonic acid), C(C)OCC (diethyl ether). Solvent: C1(=CC=CC=C1)C (toluene), C(C)O (ethanol), CCCCCC (hexane). Run at time 5 minute. Yields the product FC1=C(OC2=CC(=NC=C2)NC(=O)N2CCC(CC2)CN2CCC2)C=CC(=C1)NC(=S)NC(CC1=CC=CC=C1)=O (4-(Azetidin-1-ylmethyl)piperidine-1-carboxylic acid {4-[2-fluoro-4-(3-phenylacetylthioureido)phenoxy]pyridin-2-yl}amide). The yield is 56.8%. RXN SMILES: [NH2:1][C:2]1[CH:28]=[CH:27][C:5]([O:6][C:7]2[CH:12]=[CH:11][N:10]=[C:9]([NH:13][C:14]([N:16]3[CH2:21][CH2:20][CH:19]([CH2:22][N:23]4[CH2:26][CH2:25][CH2:24]4)[CH2:18][CH2:17]3)=[O:15])[CH:8]=2)=[C:4]([F:29])[CH:3]=1.[C@]12(CS(O)(=O)=O)C(C)(C)C(CC1)CC2=O.[C:45]1([CH2:51][C:52]([N:54]=[C:55]=[S:56])=[O:53])[CH:50]=[CH:49][CH:48]=[CH:47][CH:46]=1.C(OCC)C>C(O)C.C1(C)C=CC=CC=1.CCCCCC>[F:29][C:4]1[CH:3]=[C:2]([NH:1][C:55]([NH:54][C:52](=[O:53])[CH2:51][C:45]2[CH:46]=[CH:47][CH:48]=[CH:49][CH:50]=2)=[S:56])[CH:28]=[CH:27][C:5]=1[O:6][C:7]1[CH:12]=[CH:11][N:10]=[C:9]([NH:13][C:14]([N:16]2[CH2:21][CH2:20][CH:19]([CH2:22][N:23]3[CH2:24][CH2:25][CH2:26]3)[CH2:18][CH2:17]2)=[O:15])[CH:8]=1. Reported procedure: 4-(Azetidin-1-ylmethyl)piperidine-1-carboxylic acid [4-(4-amino-2-fluorophenoxy)pyridin-2-yl]amide (127 mg) was dissolved in ethanol (3 ml) under a nitrogen atmosphere, and then (S)-(+)-10-camphorsulfonic acid (148 mg) was added thereto, followed by stirring for 5 min. A 0.25 M solution of phenylacetyl isothiocyanate in toluene (1.91 ml) was added thereto, followed by stirring for 12 hrs. The reaction mixture was partitioned between ethyl acetate (50 ml) and a saturated aqueous solution of sodiu... Reactants: C(C)(C)(C)OC(=O)N1CCC(CC1)=CCN (2-[1-(tert-butoxycarbonyl)piperidin-4-ylidene]ethylamine), C(O)([O-])=O.[Na+] (sodium hydrogen carbonate), N=1C=C2C=C(SC3=CC=CC1N23)C(=O)O (5-thia-1,8b-diazaacenaphthylene-4-carboxylic acid), ON1C(CCC1=O)=O (N-hydroxysuccinimide), Cl.C(C)N=C=NCCCN(C)C (1-ethyl-3-(3-dimethylaminopropyl)carbodiimide hydrochloride). Solvent: C(C)#N (acetonitrile), C(C)N(CC)CC (triethylamine), C(C)#N (acetonitrile). Conditions: time 2 hour. Product: C(C)(C)(C)OC(=O)N1CCC(CC1)=CCNC(=O)C1=CC2=CN=C3C=CC=C(S1)N32 (N-[2-(1-(tert-butoxycarbonyl)piperidin-4-ylidene]ethyl]-5-thia-1,8b-diazaacenaphthylene-4-carboxamide). As a reaction SMILES: [N:1]1[CH:2]=[C:3]2[N:12]3[C:7](=[CH:8][CH:9]=[CH:10][C:11]=13)[S:6][C:5]([C:13]([OH:15])=O)=[CH:4]2.ON1C(=O)CCC1=O.Cl.C(N=C=NCCCN(C)C)C.[C:36]([O:40][C:41]([N:43]1[CH2:48][CH2:47][C:46](=[CH:49][CH2:50][NH2:51])[CH2:45][CH2:44]1)=[O:42])([CH3:39])([CH3:38])[CH3:37].C(=O)([O-])O.[Na+]>C(#N)C.C(N(CC)CC)C>[C:36]([O:40][C:41]([N:43]1[CH2:48][CH2:47][C:46](=[CH:49][CH2:50][NH:51][C:13]([C:5]2[S:6][C:7]3[N:12]4[C:3](=[CH:2][N:1]=[C:11]4[CH:10]=[CH:9][CH:8]=3)[CH:4]=2)=[O:15])[CH2:45][CH2:44]1)=[O:42])([CH3:39])([CH3:38])[CH3:37] |f:2.3,5.6|. Procedure details: While 1.56 g (7.17 mM) of 5-thia-1,8b-diazaacenaphthylene-4-carboxylic acid and 0.83 g (7.17 mM) of N-hydroxysuccinimide were stirred together in 50 ml of acetonitrile, 1.51 g (7.89 mM) of 1-ethyl-3-(3-dimethylaminopropyl)carbodiimide hydrochloride was added and the mixture was stirred at room temperature for 2 hours. To this reaction mixture was added 1.50 ml (10.8 mM) of triethylamine as well as a solution of the above crude 2-[1-(tert-butoxycarbonyl)piperidin-4-ylidene]ethylamine in 20 ml of ...